The task is: describe an organic reaction: reactants, conditions, products, and yield. This data is from the Open Reaction Database (ORD), a public repository of structured organic reaction records. The reactants are ClC1=CC2=C(NC(CN=C2C2=C(C=CC=C2)[N+](=O)[O-])=O)S1 (7-chloro-1,3-dihydro-5-(o-nitrophenyl)-2H-thieno[2,3-e]-1,4-diazepin-2-one), P12(=S)SP3(=S)SP(=S)(S1)SP(=S)(S2)S3 (phosphorus pentasulphide). Run in N1=CC=CC=C1 (pyridine). Product: ClC1=CC2=C(NC(CN=C2C2=C(C=CC=C2)[N+](=O)[O-])=S)S1 (7-chloro-1,3-dihydro-5-(o-nitrophenyl)-2H-thieno[2,3-e]-1,4-diazepine-2-thione). RXN SMILES: [Cl:1][C:2]1[S:21][C:5]2[NH:6][C:7](=O)[CH2:8][N:9]=[C:10]([C:11]3[CH:16]=[CH:15][CH:14]=[CH:13][C:12]=3[N+:17]([O-:19])=[O:18])[C:4]=2[CH:3]=1.P12(SP3(SP(SP(S3)(S1)=S)(=S)S2)=S)=[S:23]>N1C=CC=CC=1>[Cl:1][C:2]1[S:21][C:5]2[NH:6][C:7](=[S:23])[CH2:8][N:9]=[C:10]([C:11]3[CH:16]=[CH:15][CH:14]=[CH:13][C:12]=3[N+:17]([O-:19])=[O:18])[C:4]=2[CH:3]=1. Reported procedure: 1 g (0.00327 mol) of 7-chloro-1,3-dihydro-5-(o-nitrophenyl)-2H-thieno[2,3-e]-1,4-diazepin-2-one are heated to reflux with 0.8 g of phosphorus pentasulphide in 30 ml of absolute pyridine, nitrogen being conducted through the solution. The mixture is separated on a column (φ3 cm) filled with 50 g of Silica gel[(0.05 to 0.2 mm) (Merck)] (the product travelling on the front and the impurities travelling only slowly). After concentration of the pyridine solution under a vacuum, the residue is treated... The reactants are [Si](C1=CC=CC=C1)(C1=CC=CC=C1)(C(C)(C)C)Cl (tert-Butyldiphenylsilylchloride), COC=1C=C(C=C(O)C1)O (5-methoxyresorcinol), N1C=NC=C1 (imidazole). Yield: 33.0%. Reported procedure: tert-Butyldiphenylsilylchloride (TBDPSCl) (1.8 mL, 1.96 g, 7.14 mmol) was added to a suspension of 5-methoxyresorcinol 18 (1.0 g, 7.14 mmol) and imidazole (729 mg, 10.71 mmol) in dry DMF (5 mL) under argon at −22° C. and the mixture was stirred for 10 min. The reaction mixture was diluted with H2O (25 mL) and extracted with EtOAc (3×25 mL). The combined organic extracts were washed with aq 1M of HCl (2×25 mL), and brine (2×25 mL). The organic layer was then dried (Na2SO4) and concentrated in vac... As a reaction SMILES: [Si:1](Cl)([C:14]([CH3:17])([CH3:16])[CH3:15])([C:8]1[CH:13]=[CH:12][CH:11]=[CH:10][CH:9]=1)[C:2]1[CH:7]=[CH:6][CH:5]=[CH:4][CH:3]=1.[CH3:19][O:20][C:21]1[CH:22]=[C:23]([OH:28])[CH:24]=[C:25]([CH:27]=1)[OH:26].N1C=CN=C1>CN(C=O)C.O>[CH3:19][O:20][C:21]1[CH:27]=[C:25]([O:26][Si:1]([C:14]([CH3:17])([CH3:16])[CH3:15])([C:8]2[CH:13]=[CH:12][CH:11]=[CH:10][CH:9]=2)[C:2]2[CH:7]=[CH:6][CH:5]=[CH:4][CH:3]=2)[CH:24]=[C:23]([OH:28])[CH:22]=1. Product: COC=1C=C(C=C(C1)O)O[Si](C1=CC=CC=C1)(C1=CC=CC=C1)C(C)(C)C (5-Methoxy-3-tert-butyldiphenylsilyloxyphenol). Solvent: CN(C)C=O (DMF), O (H2O). Conditions: time 10 minute. Starting materials: Cc1cnc(N(CCCCNO)C2CCCc3cccnc32)c(C)c1, [Na+], N#CO[Na], [OH-], O. Yields the product Cc1cnc(N(CCCCN(O)C(N)=O)C2CCCc3cccnc32)c(C)c1. RXN SMILES: [CH3:1][c:2]1[c:3]([N:9]([CH2:10][CH2:11][CH2:12][CH2:13][NH:14][OH:15])[CH:16]2[CH2:17][CH2:18][CH2:19][c:20]3[cH:21][cH:22][cH:23][n:24][c:25]32)[n:4][cH:5][c:6]([CH3:8])[cH:7]1.[Na+:31].[Na:26][O:27][C:28]#[N:29].[OH-:30].[OH2:32]>>[CH3:1][c:2]1[c:3]([N:9]([CH2:10][CH2:11][CH2:12][CH2:13][N:14]([OH:15])[C:28](=[O:27])[NH2:29])[CH:16]2[CH2:17][CH2:18][CH2:19][c:20]3[cH:21][cH:22][cH:23][n:24][c:25]32)[n:4][cH:5][c:6]([CH3:8])[cH:7]1. Starting materials: COCCOC, O=Cc1ccc(B(O)O)cc1, Cc1c(-c2ccccc2)c(Cl)nc2nccn12, ClCCl, [Na+], [Na+], O=C([O-])[O-], O. Product: Cc1c(-c2ccccc2)c(-c2ccc(C=O)cc2)nc2nccn12. RXN SMILES: [CH3:35][O:36][CH2:37][CH2:38][O:39][CH3:40].[CH:18](=[O:19])[c:20]1[cH:21][cH:22][c:23]([B:26]([OH:27])[OH:28])[cH:24][cH:25]1.[Cl:1][c:2]1[n:3][c:4]2[n:5]([c:6]([CH3:14])[c:7]1-[c:8]1[cH:9][cH:10][cH:11][cH:12][cH:13]1)[cH:15][cH:16][n:17]2.[Cl:42][CH2:43][Cl:44].[Na+:29].[Na+:30].[O-:31][C:32](=[O:33])[O-:34].[OH2:41]>>[c:2]1(-[c:23]2[cH:22][cH:21][c:20]([CH:18]=[O:19])[cH:25][cH:24]2)[n:3][c:4]2[n:5]([c:6]([CH3:14])[c:7]1-[c:8]1[cH:9][cH:10][cH:11][cH:12][cH:13]1)[cH:15][cH:16][n:17]2. Reactants: C(C1=CC=CC=C1)N1CCC(CC1)(C)N1CCN(CC1)C(=O)OC(C)(C)C (tert-butyl 4-(1-benzyl-4-methyl-piperidin-4-yl)-piperazine-1-carboxylate), [H][H] (hydrogen), [H][H] (hydrogen), Cl (HCl). Reagents/catalysts: [Pd] (Pd/C). The solvent is CO (MeOH). Conditions: time 3 hour. Yields the product CC1(CCNCC1)N1CCN(CC1)C(=O)OC(C)(C)C (tert-butyl 4-(4-methyl-piperidin-4-yl)-piperazine-1-carboxylate). As a reaction SMILES: C([N:8]1[CH2:13][CH2:12][C:11]([N:15]2[CH2:20][CH2:19][N:18]([C:21]([O:23][C:24]([CH3:27])([CH3:26])[CH3:25])=[O:22])[CH2:17][CH2:16]2)([CH3:14])[CH2:10][CH2:9]1)C1C=CC=CC=1.[H][H].Cl>CO.[Pd]>[CH3:14][C:11]1([N:15]2[CH2:16][CH2:17][N:18]([C:21]([O:23][C:24]([CH3:27])([CH3:26])[CH3:25])=[O:22])[CH2:19][CH2:20]2)[CH2:12][CH2:13][NH:8][CH2:9][CH2:10]1. Procedure details: A suspension of 2.28 g (5.62 mmol) tert-butyl 4-(1-benzyl-4-methyl-piperidin-4-yl)-piperazine-1-carboxylate and 300 mg 10% Pd/C in 50 mL MeOH was hydrogenated for 3 h at 50° C. and 3447 hPa hydrogen pressure. To complete the reaction 0.47 mL conc. HCl were added and the mixture was hydrogenated for another 3 h at 50° C. and 3447 hPa hydrogen pressure. The catalyst was filtered off, the filtrate was evaporated down i. vac., the residue was stirred with diethyl ether, suction filtered and dried. The reactants are C(C)(C)(C)OC(CN1C(=C(C2=CC=CC=C12)C1NS(C2=C1C=CC=C2)(=O)=O)C)=O ([3-(1,1-Dioxo-2,3-dihydro-1H-1λ6-benzo[d]isothiazol-3-yl)-2-methyl-indol-1-yl]-acetic acid tert-butyl ester), ClCC=1C(=NOC1C)C1=CC=CC=C1 (4-chloromethyl-5-methyl-3-phenyl-isoxazole). The product is CC=1N(C2=CC=CC=C2C1C1N(S(C2=C1C=CC=C2)(=O)=O)CC=2C(=NOC2C)C2=CC=CC=C2)CC(=O)O ({2-Methyl-3-[2-(5-methyl-3-phenyl-isoxazol-4-ylmethyl)-1,1-dioxo-2,3-dihydro-1H-1λ6-benzo[d]isothiazol-3-yl]-indol-1-yl}-acetic acid). Reaction SMILES: C([O:5][C:6](=[O:29])[CH2:7][N:8]1[C:16]2[C:11](=[CH:12][CH:13]=[CH:14][CH:15]=2)[C:10]([CH:17]2[C:21]3[CH:22]=[CH:23][CH:24]=[CH:25][C:20]=3[S:19](=[O:27])(=[O:26])[NH:18]2)=[C:9]1[CH3:28])(C)(C)C.Cl[CH2:31][C:32]1[C:33]([C:38]2[CH:43]=[CH:42][CH:41]=[CH:40][CH:39]=2)=[N:34][O:35][C:36]=1[CH3:37]>>[CH3:28][C:9]1[N:8]([CH2:7][C:6]([OH:5])=[O:29])[C:16]2[C:11]([C:10]=1[CH:17]1[C:21]3[CH:22]=[CH:23][CH:24]=[CH:25][C:20]=3[S:19](=[O:27])(=[O:26])[N:18]1[CH2:31][C:32]1[C:33]([C:38]3[CH:43]=[CH:42][CH:41]=[CH:40][CH:39]=3)=[N:34][O:35][C:36]=1[CH3:37])=[CH:12][CH:13]=[CH:14][CH:15]=2. Procedure: The title compound was prepared by the method described for example 14 using the product from example 3, step c) and 4-chloromethyl-5-methyl-3-phenyl-isoxazole. MS: ESI (negative): 526 (M−H). Starting materials: FC(C=1C=C(OC=2C=C(C=O)C=CC2)C=CC1)(F)F (3-[3-(Trifluoromethyl)phenoxy]benzaldehyde), [C@@H]1(CCCC2=CC=CC=C12)N ((1S)-1,2,3,4-tetrahydro-1-naphthalenylamine). The product is [C@@H]1(CCCC2=CC=CC=C12)NCC1=CC(=CC=C1)OC1=CC(=CC=C1)C(F)(F)F (N-[(1S)-1,2,3,4-tetrahydro-1-naphthalenyl]-N-{3-[3-(trifluoromethyl)phenoxy]benzyl}amine). RXN SMILES: [F:1][C:2]([F:19])([F:18])[C:3]1[CH:4]=[C:5]([CH:15]=[CH:16][CH:17]=1)[O:6][C:7]1[CH:8]=[C:9]([CH:12]=[CH:13][CH:14]=1)[CH:10]=O.[C@@H:20]1([NH2:30])[C:29]2[C:24](=[CH:25][CH:26]=[CH:27][CH:28]=2)[CH2:23][CH2:22][CH2:21]1>>[C@@H:20]1([NH:30][CH2:10][C:9]2[CH:12]=[CH:13][CH:14]=[C:7]([O:6][C:5]3[CH:15]=[CH:16][CH:17]=[C:3]([C:2]([F:19])([F:18])[F:1])[CH:4]=3)[CH:8]=2)[C:29]2[C:24](=[CH:25][CH:26]=[CH:27][CH:28]=2)[CH2:23][CH2:22][CH2:21]1. Procedure: 3-[3-(Trifluoromethyl)phenoxy]benzaldehyde and (1S)-1,2,3,4-tetrahydro-1-naphthalenylamine were processed as described in Example 1A to provide the title compound. Reactants: CC1=NN=C(N1[C@@H]2C[C@H]3CC[C@@H](C2)N3CC[C@@H](C=4C=CC=CC4)NC(=O)C5CCC(CC5)(F)F)C(C)C (Maraviroc), P(O)(O)(O)=O (phosphoric acid). Run in CC(=O)C (acetone). Reaction conditions: time 30 minute. Yields the product CC1=NN=C(N1[C@@H]2C[C@H]3CC[C@@H](C2)N3CC[C@@H](C=4C=CC=CC4)NC(=O)C5CCC(CC5)(F)F)C(C)C.P(=O)([O-])([O-])[O-] (maraviroc phosphate). As a reaction SMILES: [CH3:1][C:2]1[N:6]([C@H:7]2[CH2:13][C@H:12]3[N:14]([CH2:15][CH2:16][C@H:17]([NH:24][C:25]([CH:27]4[CH2:32][CH2:31][C:30]([F:34])([F:33])[CH2:29][CH2:28]4)=[O:26])[C:18]4[CH:19]=[CH:20][CH:21]=[CH:22][CH:23]=4)[C@H:9]([CH2:10][CH2:11]3)[CH2:8]2)[C:5]([CH:35]([CH3:37])[CH3:36])=[N:4][N:3]=1.[P:38](=[O:42])([OH:41])([OH:40])[OH:39]>CC(C)=O>[CH3:1][C:2]1[N:6]([C@H:7]2[CH2:13][C@H:12]3[N:14]([CH2:15][CH2:16][C@H:17]([NH:24][C:25]([CH:27]4[CH2:28][CH2:29][C:30]([F:34])([F:33])[CH2:31][CH2:32]4)=[O:26])[C:18]4[CH:23]=[CH:22][CH:21]=[CH:20][CH:19]=4)[C@H:9]([CH2:10][CH2:11]3)[CH2:8]2)[C:5]([CH:35]([CH3:37])[CH3:36])=[N:4][N:3]=1.[P:38]([O-:42])([O-:41])([O-:40])=[O:39] |f:3.4|. Procedure details: Maraviroc (50 gm) was dissolved in acetone (400 ml) and stirred for 30 minutes at room temperature to obtain a solution. To the solution was added phosphoric acid (11 gm) and stirred for 11 hours at room temperature. The solid obtained was collected by filtration and dried to obtain 55 gm of crystalline form 1 of maraviroc phosphate. Starting materials: CO, CCOC(=O)CCCCOc1c(C)cc(C=O)cc1C, [Na+], [OH-]. The product is Cc1cc(C=O)cc(C)c1OCCCCC(=O)O. Reaction SMILES: [CH3:23][OH:24].[CH:3](=[O:4])[c:5]1[cH:6][c:7]([CH3:22])[c:8]([O:9][CH2:10][CH2:11][CH2:12][CH2:13][C:14](=[O:15])[O:16][CH2:17][CH3:18])[c:19]([CH3:21])[cH:20]1.[Na+:2].[OH-:1]>>[CH:3](=[O:4])[c:5]1[cH:6][c:7]([CH3:22])[c:8]([O:9][CH2:10][CH2:11][CH2:12][CH2:13][C:14](=[O:15])[OH:16])[c:19]([CH3:21])[cH:20]1. Starting materials: C1(=CC=CC=C1)CCCN1C(CN(CC1=O)CC1=CC=CC=C1)O (1-(3-Phenylpropyl)-4-benzyl-2-hydroxy-6-oxopiperazine), polyphosphoric acid, [OH-].[Na+] (sodium hydroxide). Run in O (water). Reaction conditions: temperature 180 celsius. Yields the product C(C1=CC=CC=C1)N1CC2N(CCCC3=C2C=CC=C3)C(C1)=O (2-Benzyl-4-oxo-1,2,3,4,6,7,8,12b-octahydropyrazino[2,1-a][2]benzazepine). The yield is 31.8%. Reaction SMILES: [C:1]1([CH2:7][CH2:8][CH2:9][N:10]2[C:15](=[O:16])[CH2:14][N:13]([CH2:17][C:18]3[CH:23]=[CH:22][CH:21]=[CH:20][CH:19]=3)[CH2:12][CH:11]2O)[CH:6]=[CH:5][CH:4]=[CH:3][CH:2]=1.[OH-].[Na+]>O>[CH2:17]([N:13]1[CH2:14][C:15](=[O:16])[N:10]2[CH2:9][CH2:8][CH2:7][C:1]3[CH:6]=[CH:5][CH:4]=[CH:3][C:2]=3[CH:11]2[CH2:12]1)[C:18]1[CH:23]=[CH:22][CH:21]=[CH:20][CH:19]=1 |f:1.2|. Procedure details: 1-(3-Phenylpropyl)-4-benzyl-2-hydroxy-6-oxopiperazine (2.6 g) and polyphosphoric acid (53 g) were mixed, heated at 180° C. and maintained at this temperature for 3/4 h. The mixture was cooled to 60° C. and water (200 ml) added. The mixture was cooled, basified with sodium hydroxide solution, and extracted with chloroform (3×50 ml). The solvent was evaporated and the product crystallised from diethyl ether to give the title compound (0.78 g, 32%) m.p. 125°-8° C.